This data is from the Open Reaction Database (ORD), a public repository of structured organic reaction records. The task is: describe an organic reaction: reactants, conditions, products, and yield The reactants are C1(CCCCC1)N=C=NC1CCCCC1 (Dicyclohexylcarbodiimide), NC1=CC=C(C(=C1C(=O)O)O)Br (6-amino-3-bromo-2-hydroxybenzoic acid), NC1=CC=C(C(=C1C(=O)O)O)Br (6-amino-3-bromo-2-hydroxybenzoic acid), C(C)(C)(C)O (tert-butanol). The reagents and catalysts are CN(C)C=1C=CN=CC1 (DMAP). Run in C1CCOC1 (THF). Run at time 4 hour. Yields the product NC1=CC=C(C(=C1C(=O)OC(C)(C)C)O)Br (tert-butyl 6-amino-3-bromo-2-hydroxybenzoate). As a reaction SMILES: C1(N=C=NC2CCCCC2)CCCCC1.[NH2:16][C:17]1[C:22]([C:23]([OH:25])=[O:24])=[C:21]([OH:26])[C:20]([Br:27])=[CH:19][CH:18]=1.[C:28](O)([CH3:31])([CH3:30])[CH3:29]>CN(C1C=CN=CC=1)C.C1COCC1>[NH2:16][C:17]1[C:22]([C:23]([O:25][C:28]([CH3:31])([CH3:30])[CH3:29])=[O:24])=[C:21]([OH:26])[C:20]([Br:27])=[CH:19][CH:18]=1. Procedure: Dicyclohexylcarbodiimide (4.14 g) was added to a stirred solution of 6-amino-3-bromo-2-hydroxybenzoic acid (Intermediate 63, 3.88 g) and DMAP (0.102 g) in tert-butanol (20 mL) and THF (150 mL). The mixture was stirred at room temperature for 4 hours. The resultant white precipitate was filtered off and washed with ethyl acetate. The filtrate was concentrated in vacuo and the residue was purified by chromatography on silica, eluting with a mixture of ethyl acetate and cyclohexane, with a gradient... Starting materials: FC1=CC=C(C=C1)C1=CC=C(S1)C(=O)O (5-(4-fluorophenyl)thiophen-2-carboxylic acid), NC1=C(C(=O)OC)C=C(C=C1)Cl (methyl 2-amino-5-chlorobenzoate). Yields the product ClC=1C=CC(=C(C(=O)O)C1)NC(=O)C=1SC(=CC1)C1=CC=C(C=C1)F (5-chloro-2-({[5-(4-fluorophenyl)thiophen-2-yl]carbonyl}amino)benzoic acid). The yield is 47.0%. RXN SMILES: [F:1][C:2]1[CH:7]=[CH:6][C:5]([C:8]2[S:12][C:11]([C:13]([OH:15])=O)=[CH:10][CH:9]=2)=[CH:4][CH:3]=1.[NH2:16][C:17]1[CH:26]=[CH:25][C:24]([Cl:27])=[CH:23][C:18]=1[C:19]([O:21]C)=[O:20]>>[Cl:27][C:24]1[CH:25]=[CH:26][C:17]([NH:16][C:13]([C:11]2[S:12][C:8]([C:5]3[CH:4]=[CH:3][C:2]([F:1])=[CH:7][CH:6]=3)=[CH:9][CH:10]=2)=[O:15])=[C:18]([CH:23]=1)[C:19]([OH:21])=[O:20]. Reported procedure: Using the same method as in Example 3-(i), methyl 5-chloro-2-({[5-(4-fluorophenyl)thiophen-2-yl]carbonyl}amino)benzoate was obtained using 5-(4-fluorophenyl)thiophen-2-carboxylic acid and methyl 2-amino-5-chlorobenzoate. Thereafter, using the same method as in Example 3-(ii), the target 5-chloro-2-({[5-(4-fluorophenyl)thiophen-2-yl]carbonyl}amino)benzoic acid was obtained (yield: 47%). Yields the product OC1(C(N=CSC1)C(=O)OCC1=CC=C(C=C1)OC)C (p-Methoxybenzyl 5-hydroxy-5-methyl-5,6-dihydro-4H-1,3-thiazine-4-carboxylate). Run at time 6.5 hour. The solvent is CCOC(=O)C (EtOAc). Starting materials: C(=S)NCC(=O)OCC1=CC=C(C=C1)OC (p-methoxybenzyl N-thioformyl-glycinate), C(=O)([O-])[O-].[K+].[K+] (K2CO3), ClCC(=O)C (ClCH2COCH3). Procedure details: A mixture of p-methoxybenzyl N-thioformyl-glycinate (4.79 g., 20 mMols), anhydrous powdered K2CO3 (8.29 g., 60 mMols), Me2CO (50 ml.), and ClCH2COCH3 (2.0 ml., 25 mMols) is stirred in a capped flask at room temperature for 6.5 hrs. The mixture is diluted with EtOAc (100 ml.) and filtered. The filtrate is evaporated in vacuo to an oil which is taken up in Et2O, washed twice with H2O and brine, dried with MgSO4, filtered, and evaporated in vacuo to an orange semi-solid (5.36 g.). The crude product... Reaction SMILES: [CH:1]([NH:3][CH2:4][C:5]([O:7][CH2:8][C:9]1[CH:14]=[CH:13][C:12]([O:15][CH3:16])=[CH:11][CH:10]=1)=[O:6])=[S:2].C([O-])([O-])=O.[K+].[K+].Cl[CH2:24][C:25]([CH3:27])=[O:26]>CCOC(C)=O>[OH:26][C:25]1([CH3:27])[CH2:24][S:2][CH:1]=[N:3][CH:4]1[C:5]([O:7][CH2:8][C:9]1[CH:10]=[CH:11][C:12]([O:15][CH3:16])=[CH:13][CH:14]=1)=[O:6] |f:1.2.3|. Starting materials: Cc1c(Br)c(NC(=O)CC(C)(C)C)c(C)c2c1OCC2c1ccc(C(C)C)cc1, CCOC(C)=O, CCCCCC, OB(O)c1ccccc1. Product: Cc1c2c(c(C)c(NC(=O)CC(C)(C)C)c1-c1ccccc1)C(c1ccc(C(C)C)cc1)CO2. Reaction SMILES: [Br:1][c:2]1[c:3]([CH3:29])[c:4]2[c:5]([c:18]([CH3:28])[c:19]1[NH:20][C:21]([CH2:22][C:23]([CH3:24])([CH3:25])[CH3:26])=[O:27])[CH:6]([c:9]1[cH:10][cH:11][c:12]([CH:15]([CH3:16])[CH3:17])[cH:13][cH:14]1)[CH2:7][O:8]2.[C:39]([O:40][CH2:41][CH3:42])(=[O:43])[CH3:44].[CH3:45][CH2:46][CH2:47][CH2:48][CH2:49][CH3:50].[OH:30][B:31]([OH:32])[c:33]1[cH:34][cH:35][cH:36][cH:37][cH:38]1>>[c:2]1(-[c:33]2[cH:34][cH:35][cH:36][cH:37][cH:38]2)[c:3]([CH3:29])[c:4]2[c:5]([c:18]([CH3:28])[c:19]1[NH:20][C:21]([CH2:22][C:23]([CH3:24])([CH3:25])[CH3:26])=[O:27])[CH:6]([c:9]1[cH:10][cH:11][c:12]([CH:15]([CH3:16])[CH3:17])[cH:13][cH:14]1)[CH2:7][O:8]2. Reactants: CCO, CC1(c2cncc(Cn3cc([N+](=O)[O-])cn3)c2)OCCO1, [Cl-], [Fe], N#N, [NH4+], O. Product: CC1(c2cncc(Cn3cc(N)cn3)c2)OCCO1. Reaction SMILES: [CH3:26][CH2:27][OH:28].[CH3:3][C:4]1([c:9]2[cH:10][n:11][cH:12][c:13]([CH2:15][n:16]3[n:17][cH:18][c:19]([N+:21]([O-:22])=[O:23])[cH:20]3)[cH:14]2)[O:5][CH2:6][CH2:7][O:8]1.[Cl-:24].[Fe:30].[N:1]#[N:2].[NH4+:25].[OH2:29]>>[CH3:3][C:4]1([c:9]2[cH:10][n:11][cH:12][c:13]([CH2:15][n:16]3[n:17][cH:18][c:19]([NH2:21])[cH:20]3)[cH:14]2)[O:5][CH2:6][CH2:7][O:8]1. Reaction conditions: temperature 100 celsius. Yields the product C(C)(=O)SCC(C(=O)O)CCCC1=CC=CC=C1 (2-Acetylthiomethyl-5-phenylpentanoic acid). Reported procedure: 3-Phenylpropylialonic acid (6.14 g) was converted to 2-methylene-5-phenylpentanoic acid (2.1 g, 40%) by the method described in Example 32a). δH (CDCl3) 1.88 (2 H, m, CH2), 2.37 (2 H, t, J 7.6 Hz, CH2), 2.67 (2 H, t, J 7.6 Hz, CH2), 5.68 and 6.33 (2 H, 2×s, ##STR9## 7.26 (5 H, m, Ph). The solid was dissolved in thioacetic acid (5 ml) and heated at 100° C. for 2 hours. Evaporated to give the title compound (2.9 g, 100%); δH (CDCl3) 1.71 (4 H, m, 2×CH2), 2.33 (3 H, s, COCH3), 2.64 (3 H, m, CH, CH2... Starting materials: acid, C=C(C(=O)O)CCCC1=CC=CC=C1 (2-methylene-5-phenylpentanoic acid), C(C)(=S)O (thioacetic acid). Reaction SMILES: [CH2:1]=[C:2]([CH2:6][CH2:7][CH2:8][C:9]1[CH:14]=[CH:13][CH:12]=[CH:11][CH:10]=1)[C:3]([OH:5])=[O:4].[C:15]([OH:18])(=[S:17])[CH3:16]>>[C:15]([S:17][CH2:1][CH:2]([CH2:6][CH2:7][CH2:8][C:9]1[CH:10]=[CH:11][CH:12]=[CH:13][CH:14]=1)[C:3]([OH:5])=[O:4])(=[O:18])[CH3:16]. The yield is 100.0%. The reactants are amine, C([O-])([O-])=O.[Na+].[Na+] (sodium carbonate), C(C)(=O)Cl (acetyl chloride), C(CCCCCC)N (n-Heptylamine), [N+](=O)([O-])C1=CC=C(C=C1)CCCC(=O)Cl (4-(4-nitrophenyl)butanoyl chloride), amide, B#B (diborane), C(CCCCCC)NC(CCCC1=CC=C(C=C1)[N+](=O)[O-])=O (N-n-heptyl-4-(4-nitrophenyl)butyramide), C(CCCCCC)NCCCCC1=CC=C(C=C1)[N+](=O)[O-] (N-n-heptyl-4-(4-nitrophenyl)butylamine). Run in CC(=O)C (acetone), CC(=O)C (acetone), O (water). The product is C(C)(=O)N(CCCCCCC)CCCCC1=CC=C(C=C1)[N+](=O)[O-] (N-acetyl-N-n-heptyl-4-(4-nitrophenyl)butylamine). As a reaction SMILES: C(N)CCCCCC.[N+:9]([C:12]1[CH:17]=[CH:16][C:15]([CH2:18][CH2:19][CH2:20][C:21](Cl)=O)=[CH:14][CH:13]=1)([O-:11])=[O:10].[CH2:24]([NH:31][C:32](=[O:45])[CH2:33]CCC1C=CC([N+]([O-])=O)=CC=1)[CH2:25][CH2:26][CH2:27][CH2:28][CH2:29][CH3:30].B#B.C(NCCCCC1C=CC([N+]([O-])=O)=CC=1)CCCCCC.C(=O)([O-])[O-].[Na+].[Na+].C(Cl)(=O)C>CC(C)=O.O>[C:32]([N:31]([CH2:21][CH2:20][CH2:19][CH2:18][C:15]1[CH:14]=[CH:13][C:12]([N+:9]([O-:11])=[O:10])=[CH:17][CH:16]=1)[CH2:24][CH2:25][CH2:26][CH2:27][CH2:28][CH2:29][CH3:30])(=[O:45])[CH3:33] |f:5.6.7|. Reported procedure: n-Heptylamine was reacted with 4-(4-nitrophenyl)butanoyl chloride to provide 29.3 g. of N-n-heptyl-4-(4-nitrophenyl)butyramide. The amide was reacted with diborane to afford 25.8 g. of N-n-heptyl-4-(4-nitrophenyl)butylamine. The amine was dissolved in 70 ml. of acetone and added in one portion to 70 ml. of water containing 18.5 g. of sodium carbonate. The aqueous reaction mixture was stirred while 14.4 ml. of acetyl chloride in 70 ml. of acetone was added dropwise over one hour. The reaction mix...